This data is from the Open Reaction Database (ORD), a public repository of structured organic reaction records. The task is: describe an organic reaction: reactants, conditions, products, and yield Reactants: C([O-])([O-])=O.[Na+].[Na+] (sodium carbonate), [H+].[B-](F)(F)(F)F (fluoboric acid), N(=O)[O-].[Na+] (Sodium nitrite), C=1C=CC(=CC1)COC=2C3=C(NC=N3)N=C(N2)N (O6 -Benzylguanine), [H+].[B-](F)(F)(F)F (fluoboric acid), N(=O)[O-].[Na+] (sodium nitrite), [H+].[B-](F)(F)(F)F (fluoboric acid), N(=O)[O-].[Na+] (sodium nitrite), [H+].[B-](F)(F)(F)F (fluoboric acid). The solvent is O (water). Conditions: time 1 hour. Yields the product C1=CC=C(C=C1)COC2=NC(=NC3=C2NC=N3)F (O6 -Benzyl-2-fluorohypoxanthine). Reaction SMILES: [CH:1]1[CH:2]=[CH:3][C:4]([CH2:7][O:8][C:9]2[C:10]3[N:14]=[CH:13][NH:12][C:11]=3[N:15]=[C:16](N)[N:17]=2)=[CH:5][CH:6]=1.[H+].[B-](F)(F)(F)[F:21].N([O-])=O.[Na+].C(=O)([O-])[O-].[Na+].[Na+]>O>[CH:1]1[CH:2]=[CH:3][C:4]([CH2:7][O:8][C:9]2[C:10]3[NH:14][CH:13]=[N:12][C:11]=3[N:15]=[C:16]([F:21])[N:17]=2)=[CH:5][CH:6]=1 |f:1.2,3.4,5.6.7|. Procedure: O6 -Benzylguanine (1.21 g, 5 mmol) was added to 100 mL of 48% fluoboric acid at -20° C. Sodium nitrite (1.23 g, 35 mmole) was dissolved in water (5 mL) and 2.5 mL of this sodium nitrite solution was added slowly to the cold fluoboric acid solution. The resulting mixture was stirred for 1 h at or below -15° C. Additional fluoboric acid (25 mL) was added followed by an additional 2.5 mL of the aqueous sodium nitrite solution. After stirring for an additional 1 h below -15° C., fluoboric acid (25 m... Procedure details: Note: The choice of piperidone in this synthesis is important in order to avoid the production of neurotoxic tetrahydropyridines such as 1-methyl-4-phenyl-1,2,3,6-tetrahydropyridine (MPTP). It has been demonstrated that the neurotoxic properties associated with MPTP or m-methoxy-MPTP are eliminated by any one of the following: N-substituents larger than methyl, piperidine ring substitution, and/or aryl substituents larger than methoxy.1-3 2,9-Dimethyl-5-(3-methoxyphenyl)-2-azabicyclo[3.3.1]nonan... Run at time 60 minute. RXN SMILES: [CH2:1]([N:8]1[CH2:15][CH2:14][C:13]2([C:17]3[CH:22]=[CH:21][CH:20]=[C:19]([O:23][CH3:24])[CH:18]=3)[CH2:16][CH:9]1CC(=O)C2)[C:2]1[CH:7]=[CH:6][CH:5]=[CH:4][CH:3]=1.BrC1C=C([O:33]C)C=CC=1.C([Li])CCC.C(N1CCC(=O)CC1)C1C=CC=CC=1>C1COCC1>[CH3:24][O:23][C:19]1[CH:18]=[C:17]([C:13]2([OH:33])[CH2:14][CH2:15][N:8]([CH2:1][C:2]3[CH:7]=[CH:6][CH:5]=[CH:4][CH:3]=3)[CH2:9][CH2:16]2)[CH:22]=[CH:21][CH:20]=1. Starting materials: C(C1=CC=CC=C1)N1CCC(CC1)=O (1-Benzyl-4-piperidone), C(C1=CC=CC=C1)N1C2CC(CC(CC1)(C2)C2=CC(=CC=C2)OC)=O (2-Benzyl-5-(3-methoxyphenyl)-2-azabicyclo[3.3.1]nonan-7-one), BrC=1C=C(C=CC1)OC (3-Bromoanisole), C(CCC)[Li] (n-Butyllithium). Yields the product COC=1C=C(C=CC1)C1(CCN(CC1)CC1=CC=CC=C1)O (4-(3-methoxyphenyl)-1-benzyl-4-piperidinol). Run in C1CCOC1 (THF), C1CCOC1 (THF). The reactants are CC(=O)O, O=N[O-], C=CCn1cnc2nc(N)[nH]c(=O)c21, [Na+], O. Yields the product C=CCn1cnc2[nH]c(=O)[nH]c(=O)c21. As a reaction SMILES: [C:19]([OH:20])(=[O:21])[CH3:22].[N:15](=[O:16])[O-:17].[NH2:1][c:2]1[nH:3][c:4](=[O:14])[c:5]2[n:6]([CH2:11][CH:12]=[CH2:13])[cH:7][n:8][c:9]2[n:10]1.[Na+:18].[OH2:23]>>[c:2]1(=[O:16])[nH:3][c:4](=[O:14])[c:5]2[n:6]([CH2:11][CH:12]=[CH2:13])[cH:7][n:8][c:9]2[nH:10]1. Starting materials: ClC(=O)OCC(C)C (Isobutyl chloroformate), [OH-].[Na+] (sodium hydroxide), C(C1=CN=CC=C1)(=O)O (nicotinic acid), Cl.Cl.NC1CCN(CC1)CCCOC1=CC2=C(C3=C(C(O2)=O)CCC3)C=C1 (7-[3-(4-aminopiperidino)-propoxy]-2,3-dihydrocyclopenta[c][1]benzopyran-4(1H)-one dihydrochloride). Run at temperature -10 celsius, time 15 minute. Yields the product N1=CC(=CC=C1)C(=O)NC1CCN(CC1)CCCOC1=CC2=C(C3=C(C(O2)=O)CCC3)C=C1 (2,3-Dihydro-7-{3-[4-(pyridine-3-carboxamido)-piperidino]propoxy}-cyclopenta[c][1]benzopyran-4(1H)-one). The solvent is O (water), ClCCl (dichloromethane), C(C)N(CC)CC (triethylamine), ClCCl (dichloromethane), ClCCl (dichloromethane), C(C)N(CC)CC (triethylamine). Reported procedure: 1.3 ml. (0.01 mole) Isobutyl chloroformate, dissolved in 10 ml. dichloromethane, is added dropwise at -5° C. to -10° C. to a mixture of 1.23 g. (0.01 mole) nicotinic acid, 40 ml. dichloromethane and 1.4 ml. triethylamine. After stirring the reaction mixture for 15 minutes at -10° C., a slurry of 4.15 g. (0.01 mole) 7-[3-(4-aminopiperidino)-propoxy]-2,3-dihydrocyclopenta[c][1]benzopyran-4(1H)-one dihydrochloride in 30 ml. dichloromethane and 2.8 g. triethylamine is added thereto and the reaction ... As a reaction SMILES: ClC(OCC(C)C)=O.[C:9]([OH:17])(=O)[C:10]1[CH:15]=[CH:14][CH:13]=[N:12][CH:11]=1.Cl.Cl.[NH2:20][CH:21]1[CH2:26][CH2:25][N:24]([CH2:27][CH2:28][CH2:29][O:30][C:31]2[CH:44]=[CH:43][C:34]3[C:35]4[CH2:42][CH2:41][CH2:40][C:36]=4[C:37](=[O:39])[O:38][C:33]=3[CH:32]=2)[CH2:23][CH2:22]1.[OH-].[Na+]>O.C(N(CC)CC)C.ClCCl>[N:12]1[CH:13]=[CH:14][CH:15]=[C:10]([C:9]([NH:20][CH:21]2[CH2:26][CH2:25][N:24]([CH2:27][CH2:28][CH2:29][O:30][C:31]3[CH:44]=[CH:43][C:34]4[C:35]5[CH2:42][CH2:41][CH2:40][C:36]=5[C:37](=[O:39])[O:38][C:33]=4[CH:32]=3)[CH2:23][CH2:22]2)=[O:17])[CH:11]=1 |f:2.3.4,5.6|. The reactants are OCC1=CC(=NC=C1)C1=CC(=C(C(=C1)OC)OC)OC (4-hydroxymethyl-2-(3,4,5-trimethoxyphenyl)pyridine), [Cl-] (chloride). Run in C(Cl)(Cl)Cl (chloroform). Run at time 30 minute. The product is ClCC1=CC(=NC=C1)C1=CC(=C(C(=C1)OC)OC)OC (4-Chloromethyl-2-(3,4,5-trimethoxyphenyl)pyridine). As a reaction SMILES: O[CH2:2][C:3]1[CH:8]=[CH:7][N:6]=[C:5]([C:9]2[CH:14]=[C:13]([O:15][CH3:16])[C:12]([O:17][CH3:18])=[C:11]([O:19][CH3:20])[CH:10]=2)[CH:4]=1.[Cl-:21]>C(Cl)(Cl)Cl>[Cl:21][CH2:2][C:3]1[CH:8]=[CH:7][N:6]=[C:5]([C:9]2[CH:14]=[C:13]([O:15][CH3:16])[C:12]([O:17][CH3:18])=[C:11]([O:19][CH3:20])[CH:10]=2)[CH:4]=1. Reported procedure: 4-hydroxymethyl-2-(3,4,5-trimethoxyphenyl)pyridine (19.18 g) was dissolved in chloroform (100 mL), and to the solution thinly chloride (10.2 mL) was added at 0° C. After 30 minutes, the mixture was warmed to room temperature and stirred for 4 hours. The reaction mixture was washed with aqaueous saturated sodium hydrogendcarbonate and brine, dried over anhydrous sodium sulfate and evaporated. The residue was then recrystallized from ethyl acetate-hexane to give the title compound as pale yellow c... The yield is 28.1%. Procedure: To a solution of 6.0 g of 2-amino-N,N-dimethyl-α-(3-methyl-2-thienyl)benzeneethanamine in 30 ml of dimethylformamide, was added 5.32 g of N-bromosuccinimide in 30 ml of dimethylformamide, with stirring, and the mixture was stirred overnight at room temperature. The solution was concentrated, basified with 10% sodium hydroxide solution, and extracted with dichloromethane. The organic phase was dried over anhydrous sodium sulfate, filtered, and concentrated. The residue was purified by preparative... The solvent is CN(C=O)C (dimethylformamide), CN(C=O)C (dimethylformamide). Product: NC1=C(C=C(C=C1)Br)CC(N(C)C)C=1SC=CC1C (2-Amino-5-bromo-N,N-dimethyl-α-(3-methyl-2-thienyl)benzeneethanamine). The reactants are NC1=C(C=CC=C1)CC(N(C)C)C=1SC=CC1C (2-amino-N,N-dimethyl-α-(3-methyl-2-thienyl)benzeneethanamine), BrN1C(CCC1=O)=O (N-bromosuccinimide). RXN SMILES: [NH2:1][C:2]1[CH:7]=[CH:6][CH:5]=[CH:4][C:3]=1[CH2:8][CH:9]([C:13]1[S:14][CH:15]=[CH:16][C:17]=1[CH3:18])[N:10]([CH3:12])[CH3:11].[Br:19]N1C(=O)CCC1=O>CN(C)C=O>[NH2:1][C:2]1[CH:7]=[CH:6][C:5]([Br:19])=[CH:4][C:3]=1[CH2:8][CH:9]([C:13]1[S:14][CH:15]=[CH:16][C:17]=1[CH3:18])[N:10]([CH3:11])[CH3:12]. Reactants: COC1=C(C=C(C=C1)C1=NN(C2=NC(=NC=C21)N)C)C(F)(F)F (3-(4-Methoxy-3-trifluoromethyl-phenyl)-1-methyl-1H-pyrazolo[3,4-d]pyrimidin-6-ylamine), ClN1C(N(C(N(C1=O)Cl)=O)Cl)=O (Trichloroisocyanuric acid). The solvent is S(O)(O)(=O)=O (sulfuric acid). Reaction conditions: time 8 hour. The product is ClC=1C=C(C=C(C1OC)C(F)(F)F)C1=NN(C2=NC(=NC=C21)N)C (3-(3-Chloro-4-methoxy-5-trifluoromethyl-phenyl)-1-methyl-1H-pyrazolo[3,4-d]pyrimidin-6-ylamine), sulfate salt. As a reaction SMILES: [CH3:1][O:2][C:3]1[CH:8]=[CH:7][C:6]([C:9]2[C:17]3[C:12](=[N:13][C:14]([NH2:18])=[N:15][CH:16]=3)[N:11]([CH3:19])[N:10]=2)=[CH:5][C:4]=1[C:20]([F:23])([F:22])[F:21].[Cl:24]N1C(=O)N(Cl)C(=O)N(Cl)C1=O>S(=O)(=O)(O)O>[Cl:24][C:8]1[CH:7]=[C:6]([C:9]2[C:17]3[C:12](=[N:13][C:14]([NH2:18])=[N:15][CH:16]=3)[N:11]([CH3:19])[N:10]=2)[CH:5]=[C:4]([C:20]([F:21])([F:23])[F:22])[C:3]=1[O:2][CH3:1]. Procedure: 3-(4-Methoxy-3-trifluoromethyl-phenyl)-1-methyl-1H-pyrazolo[3,4-d]pyrimidin-6-ylamine (Example 111, step 1) (182 mg, 0.56 mmol) is dissolved in concentrated sulfuric acid (11 ml) to give a red solution. Trichloroisocyanuric acid (44 mg, 0.188 mmol) is added and the reaction mixture is stirred at room temperature overnight then poured onto ice-water. After stirring for 30 minutes, the resulting precipitate is collected by filtration, washed with water and dried under vacuum (45°) to afford the ti...